Dataset: the Open Reaction Database (ORD), a public repository of structured organic reaction records. Task: describe an organic reaction: reactants, conditions, products, and yield RXN SMILES: [F:1][C:2]1[CH:7]=[C:6]([F:8])[CH:5]=[CH:4][C:3]=1[NH:9][C:10](=[O:15])[C:11]([CH3:14])([CH3:13])[CH3:12].[Li]CCCC.[N:21]1[C:30]2[C:25](=[CH:26][C:27]([CH:31]=[O:32])=[CH:28][CH:29]=2)[N:24]=[CH:23][CH:22]=1>C1COCC1>[F:1][C:2]1[C:7]([CH:31]([OH:32])[C:27]2[CH:26]=[C:25]3[C:30](=[CH:29][CH:28]=2)[N:21]=[CH:22][CH:23]=[N:24]3)=[C:6]([F:8])[CH:5]=[CH:4][C:3]=1[NH:9][C:10](=[O:15])[C:11]([CH3:12])([CH3:14])[CH3:13]. Product: FC1=C(C=CC(=C1C(C=1C=C2N=CC=NC2=CC1)O)F)NC(C(C)(C)C)=O (N-(2,4-difluoro-3-(hydroxy(quinoxalin-6-yl)methyl)phenyl)pivalamide). The reactants are [Li]CCCC (n-BuLi), FC1=C(C=CC(=C1)F)NC(C(C)(C)C)=O (N-(2,4-difluorophenyl)pivalamide), N1=CC=NC2=CC(=CC=C12)C=O (quinoxaline-6-carbaldehyde). Run in C1CCOC1 (THF), C1CCOC1 (THF). Yield: 50.6%. Run at temperature -78 celsius, time 1 hour. Procedure details: To a solution of N-(2,4-difluorophenyl)pivalamide (740 mg, 3.46 mmol, 1.2 eq.) in THF (10 mL) cooled at −78° C. was added n-BuLi (2.76 mL, 6.9 mmol, 2.4 eq.) dropwise. The resulting mixture was stirred at −78° C. for 1 h, then a solution of quinoxaline-6-carbaldehyde (450 mg, 2.88 mmol, 1.0 eq.) in THF (20 mL) was added dropwise. The mixture was stirred at −78° C. for 1 h, then quenched by the addition of NH4Cl solution. The mixture was extracted with EA (20 mL×3) and the combined organic layers... Starting materials: [H-].[Na+] (NaH), C(C1=CC=CC=C1)(=O)N1CCC2C(N3CCC(C4=CC=CC2=C34)O)CC1 (10-benzoyl-5,6,8,9,10,11,12,12a-octahydro-4H,7aH-azepino[4′,5′:4,5]pyrrolo[3,2,1-ij]quinoline-4-ol), IC (iodomethane). Solvent: CN(C)C=O (DMF). Reaction conditions: time 30 minute. Product: COC1CCN2C3=C(C=CC=C13)C1C2CCNCC1 (4-methoxy-5,6,8,9,10,11,12,12a-octahydro-4H,7aH-azepino[4′,5′:4,5]pyrrolo[3,2,1-ij]quinoline). The yield is 106.8%. RXN SMILES: [H-].[Na+].C([N:11]1[CH2:28][CH2:27][CH:15]2[N:16]3[C:25]4[C:20](=[CH:21][CH:22]=[CH:23][C:24]=4[CH:14]2[CH2:13][CH2:12]1)[CH:19]([OH:26])[CH2:18][CH2:17]3)(=O)C1C=CC=CC=1.I[CH3:30]>CN(C=O)C>[CH3:30][O:26][CH:19]1[C:20]2[C:25]3=[C:24]([CH:14]4[CH2:13][CH2:12][NH:11][CH2:28][CH2:27][CH:15]4[N:16]3[CH2:17][CH2:18]1)[CH:23]=[CH:22][CH:21]=2 |f:0.1|. Reported procedure: NaH (60% dispersion in mineral oil, 0.50g, 1.2 mmol) was added to a solution of 10-benzoyl-5,6,8,9,10,11,12,12a-octahydro-4H,7aH-azepino[4′,5′:4,5]pyrrolo[3,2,1-ij]quinoline-4-ol (0.20 g, 0.58 mmol) in DMF (5.0 mL) at 0° C. under N2. After 30 min, iodomethane (0.040 mL, 0.64 mmol) was added. The reaction was quenched with saturated aqueous NH4Cl after 1 h and then allowed to warm to room temperature prior to extracting with EtOAc. The combined organic extracts were washed with saturated aqueous ...